This data is from the Open Reaction Database (ORD), a public repository of structured organic reaction records. The task is: describe an organic reaction: reactants, conditions, products, and yield Starting materials: ClC1=CC=C(C=C1)C1C(OC(O1)(C)C)=O (5-(4-Chlorophenyl)-2,2-dimethyl-1,3-dioxolan-4-one), NCCC1=CC(=C(C=C1)O)OC (4-(2-aminoethyl)-2-methoxyphenol). The solvent is O1CCOCC1 (dioxane). Conditions: time 7 hour. Product: ClC1=CC=C(C=C1)C(C(=O)NCCC1=CC(=C(C=C1)O)OC)O (2-(4-chlorophenyl)-2-hydroxy-N-[2-(4-hydroxy-3-methoxyphenyl)-ethyl]-acetamide). The yield is 88.6%. Reaction SMILES: [Cl:1][C:2]1[CH:7]=[CH:6][C:5]([CH:8]2[O:12]C(C)(C)O[C:9]2=[O:15])=[CH:4][CH:3]=1.[NH2:16][CH2:17][CH2:18][C:19]1[CH:24]=[CH:23][C:22]([OH:25])=[C:21]([O:26][CH3:27])[CH:20]=1>O1CCOCC1>[Cl:1][C:2]1[CH:3]=[CH:4][C:5]([CH:8]([OH:12])[C:9]([NH:16][CH2:17][CH2:18][C:19]2[CH:24]=[CH:23][C:22]([OH:25])=[C:21]([O:26][CH3:27])[CH:20]=2)=[O:15])=[CH:6][CH:7]=1. Reported procedure: 5-(4-Chlorophenyl)-2,2-dimethyl-1,3-dioxolan-4-one (5.67 g; 25 mmol) and 4-(2-aminoethyl)-2-methoxyphenol (4.39 g; 26.25 mmol) are dissolved in 31.25 g of dry dioxane. The mixture is heated to reflux (+100° C.) and the solution is stirred for 7 hours at reflux temperature. The solvent is removed in vacuum and to the residue 20 g of a 1:1 mixture of ethyl acetate and hexane is added at +70° C. whereupon a precipitate is formed. After cooling, filtering and washing the product is dried in vacuum. ... Reactants: ClC=1N=C(NC(C1[N+](=O)[O-])=O)NC(C(C)C)=O (N-(4-Chloro-1,6-dihydro-5-nitro-6-oxo-2-pyrimidinyl)isobutyramide), O(Cl)Cl.P(=O)(Cl)(Cl)Cl (phosphorus oxychloride oxychloride). Reagents/catalysts: C(C)N(C1=CC=CC=C1)CC (N,N-diethylaniline). Product: ClC1=NC(=NC(=C1[N+](=O)[O-])Cl)NC(C(C)C)=O (N-(4,6-Dichloro-5-nitro-2-pyrimidinyl)isobutyramide). Yield: 72.0%. Reaction SMILES: [Cl:1][C:2]1[N:3]=[C:4]([NH:12][C:13](=[O:17])[CH:14]([CH3:16])[CH3:15])[NH:5][C:6](=O)[C:7]=1[N+:8]([O-:10])=[O:9].O(Cl)[Cl:19].P(Cl)(Cl)(Cl)=O>C(N(CC)C1C=CC=CC=1)C>[Cl:1][C:2]1[C:7]([N+:8]([O-:10])=[O:9])=[C:6]([Cl:19])[N:5]=[C:4]([NH:12][C:13](=[O:17])[CH:14]([CH3:16])[CH3:15])[N:3]=1 |f:1.2|. Procedure: The title compound of Example 23 (10.0 g, 38.37 mmol) was heated to reflux in phosphorus oxychloride oxychloride (200 ml) and N,N-diethylaniline (3-4 drops) for 5 hours under nitrogen. The solution was then cooled to room temperature, concentrated to dryness, and the syrup was dissolved in cold (~-10° C.) methylene chloride (200 ml). The organic layer was treated with saturated aqueous sodium bicarbonate (100 ml) with vigorous stirring, and the temperature was kept below 5° C. as solid sodium bi... Starting materials: CCOC(C)=O, CN(C)C=O, O=C(O)c1nc(C2CC2)[nH]c(=O)c1Cl, O, O=S(Cl)Cl. The product is O=C(O)c1nc(C2CC2)nc(Cl)c1Cl. RXN SMILES: [CH3:15][CH2:16][O:17][C:18](=[O:19])[CH3:20].[CH3:21][N:22]([CH3:23])[CH:24]=[O:25].[Cl:1][c:2]1[c:3]([C:12](=[O:13])[OH:14])[n:4][c:5]([CH:9]2[CH2:10][CH2:11]2)[nH:6][c:7]1=[O:8].[OH2:30].[S:26]([Cl:27])([Cl:28])=[O:29]>>[Cl:1][c:2]1[c:3]([C:12](=[O:13])[OH:14])[n:4][c:5]([CH:9]2[CH2:10][CH2:11]2)[n:6][c:7]1[Cl:28]. Starting materials: CCS(=O)(=O)Cl, Cc1ccc(-c2cnc3c(ccn3COCC[Si](C)(C)C)n2)c(NC2CCCNC2)n1, CCN(C(C)C)C(C)C. Product: CCS(=O)(=O)N1CCCC(Nc2nc(C)ccc2-c2cnc3c(ccn3COCC[Si](C)(C)C)n2)C1. RXN SMILES: [CH2:32]([CH3:33])[S:34](=[O:35])(=[O:36])[Cl:37].[CH3:1][c:2]1[cH:3][cH:4][c:5](-[c:15]2[n:16][c:17]3[c:18]([n:19][cH:20]2)[n:21]([CH2:24][O:25][CH2:26][CH2:27][Si:28]([CH3:29])([CH3:30])[CH3:31])[cH:22][cH:23]3)[c:6]([NH:8][CH:9]2[CH2:10][NH:11][CH2:12][CH2:13][CH2:14]2)[n:7]1.[CH:38]([N:39]([CH2:40][CH3:41])[CH:42]([CH3:43])[CH3:44])([CH3:45])[CH3:46]>>[CH3:1][c:2]1[cH:3][cH:4][c:5](-[c:15]2[n:16][c:17]3[c:18]([n:19][cH:20]2)[n:21]([CH2:24][O:25][CH2:26][CH2:27][Si:28]([CH3:29])([CH3:30])[CH3:31])[cH:22][cH:23]3)[c:6]([NH:8][CH:9]2[CH2:10][N:11]([S:34]([CH2:32][CH3:33])(=[O:35])=[O:36])[CH2:12][CH2:13][CH2:14]2)[n:7]1. The reactants are ClC1=C(C(=O)NC2=CC(=C(C=C2)C(F)(F)F)OCCN2CCCC2)C=CC=N1 (2-Chloro-N-[3-(2-pyrrolidin-1-yl-ethoxy)-4-trifluoromethyl-phenyl]-nicotinamide), CCN(C(C)C)C(C)C (DIEA), FC1=CC=C(CN)C=C1 (4-fluorobenzylamine). The solvent is CCOCC (Et2O), hexanes. Reaction conditions: temperature 130 celsius. Product: FC1=CC=C(CNC2=C(C(=O)NC3=CC(=C(C=C3)C(F)(F)F)OCCN3CCCC3)C=CC=N2)C=C1 (2-(4-Fluoro-benzylamino)-N-[3-(2-pyrrolidin-1-yl-ethoxy)-4-trifluoromethyl-phenyl]-nicotinamide). Reaction SMILES: Cl[C:2]1[N:28]=[CH:27][CH:26]=[CH:25][C:3]=1[C:4]([NH:6][C:7]1[CH:12]=[CH:11][C:10]([C:13]([F:16])([F:15])[F:14])=[C:9]([O:17][CH2:18][CH2:19][N:20]2[CH2:24][CH2:23][CH2:22][CH2:21]2)[CH:8]=1)=[O:5].CCN(C(C)C)C(C)C.[F:38][C:39]1[CH:46]=[CH:45][C:42]([CH2:43][NH2:44])=[CH:41][CH:40]=1>CCOCC>[F:38][C:39]1[CH:46]=[CH:45][C:42]([CH2:43][NH:44][C:2]2[N:28]=[CH:27][CH:26]=[CH:25][C:3]=2[C:4]([NH:6][C:7]2[CH:12]=[CH:11][C:10]([C:13]([F:16])([F:15])[F:14])=[C:9]([O:17][CH2:18][CH2:19][N:20]3[CH2:24][CH2:23][CH2:22][CH2:21]3)[CH:8]=2)=[O:5])=[CH:41][CH:40]=1. Reported procedure: 2-Chloro-N-[3-(2-pyrrolidin-1-yl-ethoxy)-4-trifluoromethyl-phenyl]-nicotinamide (199.1 mg), DIEA (252 μL) and 4-fluorobenzylamine (193 μL) were combined in a sealed tube and heated to 130° C. for 2 h. The mixture was purified on silica gel chromatography (2-3.5% MeOH/CH2Cl2). The desired fractions were concentrated in vacuo, and the residue was dissolved in Et2O and hexanes were added until the solution became cloudy. The solids were filtered, and dried. Additional material was obtained from the... Starting materials: CC(N)c1ccccc1, ClC(Cl)Cl, O=C1OC(=O)c2c(F)c(F)c(F)c(F)c21. Yields the product CC(c1ccccc1)N1C(=O)c2c(F)c(F)c(F)c(F)c2C1=O. RXN SMILES: [CH3:16][CH:17]([c:18]1[cH:19][cH:20][cH:21][cH:22][cH:23]1)[NH2:24].[CH:25]([Cl:26])([Cl:27])[Cl:28].[F:1][c:2]1[c:3]([F:15])[c:4]([F:14])[c:5]([F:13])[c:6]2[c:7]1[C:8](=[O:9])[O:10][C:11]2=[O:12]>>[F:1][c:2]1[c:3]([F:15])[c:4]([F:14])[c:5]([F:13])[c:6]2[c:7]1[C:8](=[O:10])[N:24]([CH:17]([CH3:16])[c:18]1[cH:19][cH:20][cH:21][cH:22][cH:23]1)[C:11]2=[O:12].